The task is: describe an organic reaction: reactants, conditions, products, and yield. This data is from the Open Reaction Database (ORD), a public repository of structured organic reaction records. The reactants are CC(=O)Nc1nc(C)c(-c2cc(Cl)c(S(=O)(=O)N(C)C)c(Cl)c2)s1, Cc1nc(N)sc1-c1cc(Cl)c(S(N)(=O)=O)c(Cl)c1. Yields the product Cc1nc(N)sc1-c1cc(Cl)c(S(=O)(=O)N(C)C)c(Cl)c1. As a reaction SMILES: [Cl:20][c:21]1[cH:22][c:23](-[c:34]2[c:35]([CH3:43])[n:36][c:37]([NH:39][C:40](=[O:41])[CH3:42])[s:38]2)[cH:24][c:25]([Cl:33])[c:26]1[S:27]([N:28]([CH3:29])[CH3:30])(=[O:31])=[O:32].[NH2:1][c:2]1[s:3][c:4](-[c:5]2[cH:6][c:7]([Cl:8])[c:9]([S:10]([NH2:11])(=[O:12])=[O:13])[c:14]([Cl:15])[cH:16]2)[c:17]([CH3:18])[n:19]1>>[Cl:20][c:21]1[cH:22][c:23](-[c:34]2[c:35]([CH3:43])[n:36][c:37]([NH2:39])[s:38]2)[cH:24][c:25]([Cl:33])[c:26]1[S:27]([N:28]([CH3:29])[CH3:30])(=[O:31])=[O:32]. The reactants are [OH-].[Na+] (NaOH), C(CC(O)(C(=O)O)CC(=O)O)(=O)O (citric acid), C(N)(=N)C1=CC=C2C=C(N(C2=C1)CC)CC[C@H]1N(CCC1)C(C(C(=O)OCC)C1CCCC1)=O (ethyl 3-[(S)-2-[2-(6-amidino-1-ethylindol-2 -yl)ethyl]pyrrolidinyl]-2-cyclopentyl-3-oxopropanoate). Solvent: C(C)O (ethanol). Conditions: time 10 hour. Yields the product C(N)(=N)C1=CC=C2C=C(N(C2=C1)CC)CC[C@H]1N(CCC1)C(C(C(=O)O)C1CCCC1)=O (3-[(S)-2-[2-(6-amidino-1-ethylindol-2-yl)ethyl]pyrrolidinyl]-2-cyclopentyl-3-oxopropanoic acid). The yield is 67.8%. RXN SMILES: [OH-].[Na+].C(O)(=O)CC(CC(O)=O)(C(O)=O)O.[C:16]([C:19]1[CH:27]=[C:26]2[C:22]([CH:23]=[C:24]([CH2:30][CH2:31][C@@H:32]3[CH2:36][CH2:35][CH2:34][N:33]3[C:37](=[O:49])[CH:38]([CH:44]3[CH2:48][CH2:47][CH2:46][CH2:45]3)[C:39]([O:41]CC)=[O:40])[N:25]2[CH2:28][CH3:29])=[CH:21][CH:20]=1)(=[NH:18])[NH2:17]>C(O)C>[C:16]([C:19]1[CH:27]=[C:26]2[C:22]([CH:23]=[C:24]([CH2:30][CH2:31][C@@H:32]3[CH2:36][CH2:35][CH2:34][N:33]3[C:37](=[O:49])[CH:38]([CH:44]3[CH2:48][CH2:47][CH2:46][CH2:45]3)[C:39]([OH:41])=[O:40])[N:25]2[CH2:28][CH3:29])=[CH:21][CH:20]=1)(=[NH:17])[NH2:18] |f:0.1|. Reported procedure: In a 50 ml flask, 80 mg of ethyl 3-[(S)-2-[2-(6-amidino-1-ethylindol-2 -yl)ethyl]pyrrolidinyl]-2-cyclopentyl-3-oxopropanoate obtained in Example 33 was dissolved in 20 ml of ethanol, and 10 ml of 2N NaOH was added thereto. The reaction mixture was stirred for 10 hours at room temperature, neutralized with 10% aqueous citric acid solution, and then distilled under reduced pressure to remove the solvent. The residue was then purified with column chromatography [eluent: ethyl acetate/methanol (5:1)... The reactants are O=C(O)c1cc(Br)cnc1F, C1CCOC1, ClCCl, Nc1ccc(F)cc1F, O. Yields the product O=C(Nc1ccc(F)cc1F)c1cc(Br)cnc1F. RXN SMILES: [Br:1][c:2]1[cH:3][n:4][c:5]([F:11])[c:6]([C:7](=[O:8])[OH:9])[cH:10]1.[CH2:21]1[O:22][CH2:23][CH2:24][CH2:25]1.[Cl:26][CH2:27][Cl:28].[F:12][c:13]1[c:14]([NH2:15])[cH:16][cH:17][c:18]([F:20])[cH:19]1.[OH2:29]>>[Br:1][c:2]1[cH:3][n:4][c:5]([F:11])[c:6]([C:7](=[O:9])[NH:15][c:14]2[c:13]([F:12])[cH:19][c:18]([F:20])[cH:17][cH:16]2)[cH:10]1. Starting materials: C(C)(C)(C)OC(=O)N1C(=CC2=CC(=CC=C12)C(O[SiH2]C(C)(C)C)(C)C)C=1C2=C(N(N1)C(=O)OC(C)(C)C)C=C(S2)CN2CCCCC2 (2-(1-tert-butoxycarbonyl-5-piperidin-1-ylmethyl-1H-thieno[3,2-c]pyrazol-3-yl)-5-(tert-butyl-dimethyl-silanyloxymethyl) indole-1-carboxylic acid tert-butyl ester), C(C)(C)(C)OC(=O)N1C(=CC2=CC(=CC=C12)C(O[SiH2]C(C)(C)C)(C)C)C=1C2=C(N(N1)C(=O)OC(C)(C)C)C=C(S2)CN2CCCCC2 (2-(1-tert-butoxycarbonyl-5-piperidin-1-ylmethyl-1H-thieno[3,2-c]pyrazol-3-yl)-5-(tert-butyl-dimethyl-silanyloxymethyl) indole-1-carboxylic acid tert-butyl ester), solution, CCCC[N+](CCCC)(CCCC)CCCC.[F-] (TBAF). The solvent is O1CCCC1 (tetrahydrofuran), O1CCCC1 (tetrahydrofuran), C(C)(=O)OCC (ethyl acetate). Run at temperature 0 celsius, time 2 hour. Product: C(C)(C)(C)OC(=O)N1C(=CC2=CC(=CC=C12)CO)C=1C2=C(N(N1)C(=O)OC(C)(C)C)C=C(S2)CN2CCCCC2 (2-(1-tert-butoxycarbonyl-5-piperidin-1-ylmethyl-1H-thieno[3,2-c]pyrazol-3-yl)-5-hydroxymethyl-indole-1-carboxylic acid tert-butyl ester). The yield is 69.0%. Reaction SMILES: [C:1]([O:5][C:6]([N:8]1[C:16]2[C:11](=[CH:12][C:13]([C:17](C)(C)[O:18][SiH2]C(C)(C)C)=[CH:14][CH:15]=2)[CH:10]=[C:9]1[C:26]1[C:27]2[S:40][C:39]([CH2:41][N:42]3[CH2:47][CH2:46][CH2:45][CH2:44][CH2:43]3)=[CH:38][C:28]=2[N:29]([C:31]([O:33][C:34]([CH3:37])([CH3:36])[CH3:35])=[O:32])[N:30]=1)=[O:7])([CH3:4])([CH3:3])[CH3:2].CCCC[N+](CCCC)(CCCC)CCCC.[F-]>O1CCCC1.C(OCC)(=O)C>[C:1]([O:5][C:6]([N:8]1[C:16]2[C:11](=[CH:12][C:13]([CH2:17][OH:18])=[CH:14][CH:15]=2)[CH:10]=[C:9]1[C:26]1[C:27]2[S:40][C:39]([CH2:41][N:42]3[CH2:43][CH2:44][CH2:45][CH2:46][CH2:47]3)=[CH:38][C:28]=2[N:29]([C:31]([O:33][C:34]([CH3:37])([CH3:36])[CH3:35])=[O:32])[N:30]=1)=[O:7])([CH3:2])([CH3:3])[CH3:4] |f:1.2|. Reported procedure: To 2-(1-tert-butoxycarbonyl-5-piperidin-1-ylmethyl-1H-thieno[3,2-c]pyrazol-3-yl)-5-(tert-butyl-dimethyl-silanyloxymethyl)-indole-1-carboxylic acid tert-butyl ester [530 mg, 0.78 mmol, Intermediate (83)] in tetrahydrofuran (10 mL) at 0° C. was added a 1M solution of TBAF in tetrahydrofuran (0.86, 0.86 mmol). The mixture was stirred at 0° C. for 2 hours. It was diluted with ethyl acetate and washed with saturated aqueous ammonium chloride. The organic layer was dried over magnesium sulfate and con...